This data is from the Open Reaction Database (ORD), a public repository of structured organic reaction records. The task is: describe an organic reaction: reactants, conditions, products, and yield Starting materials: BrC1=C2C=3C=CC(=CC3NC2=C(C=C1)C(N)=O)NC(OCC1=CC=CC=C1)=O (benzyl 5-bromo-8-carbamoyl-9H-carbazol-2-ylcarbamate), Br (hydrogen bromide). Run in CCOCC (ether). Run at time 30 minute. Product: Br.NC1=CC=C2C=3C(=CC=C(C3NC2=C1)C(=O)N)Br (7-amino-4-bromo-9H-carbazole-1-carboxamide, hydrobromide salt). Reaction SMILES: [Br:1][C:2]1[CH:14]=[CH:13][C:12]([C:15](=[O:17])[NH2:16])=[C:11]2[C:3]=1[C:4]1[CH:5]=[CH:6][C:7]([NH:18]C(=O)OCC3C=CC=CC=3)=[CH:8][C:9]=1[NH:10]2.Br>CCOCC>[BrH:1].[NH2:18][C:7]1[CH:8]=[C:9]2[C:4]([C:3]3[C:2]([Br:1])=[CH:14][CH:13]=[C:12]([C:15]([NH2:16])=[O:17])[C:11]=3[NH:10]2)=[CH:5][CH:6]=1 |f:3.4|. Procedure: A suspension of benzyl 5-bromo-8-carbamoyl-9H-carbazol-2-ylcarbamate (Example 50-3, 2.18 g, 4.97 mmol) in hydrogen bromide (30-35% in acetic acid, 11.9 mL, 59.7 mmol) was stirred at rt for 30 min. The mixture was diluted with ether (100 mL) and the precipitate was collected by filtration, washed with ether and dried to provide 7-amino-4-bromo-9H-carbazole-1-carboxamide, hydrobromide salt, as a light yellow solid (2.20 g). 1H NMR (400 MHz, DMSO-d6) δ 12.02 (1H, s), 8.69 (1H, d, J=8.5 Hz), 8.28 (1... RXN SMILES: ClC1[N:7]=[C:6]([C:8]2[CH:13]=[C:12]([Cl:14])[CH:11]=[CH:10][C:9]=2[CH3:15])[N:5]=[C:4]([NH2:16])[N:3]=1.[Cl:17][C:18]1[CH:23]=[CH:22][C:21]([NH:24][CH3:25])=[CH:20][CH:19]=1.[CH:26](N(C(C)C)CC)(C)C>O1CCCC1>[Cl:14][C:12]1[CH:11]=[CH:10][C:9]([CH3:15])=[C:8]([C:6]2[N:7]=[C:25]([N:24]([C:21]3[CH:22]=[CH:23][C:18]([Cl:17])=[CH:19][CH:20]=3)[CH3:26])[N:3]=[C:4]([NH2:16])[N:5]=2)[CH:13]=1. The solvent is O1CCCC1 (tetrahydrofuran). The product is ClC=1C=CC(=C(C1)C1=NC(=NC(=N1)N(C)C1=CC=C(C=C1)Cl)N)C (6-(5-Chloro-2-methyl-phenyl)-N-(4-chloro-phenyl)-N-methyl-[1,3,5]triazine-2,4-diamine). Conditions: temperature 40 celsius. Reported procedure: A mixture of 4-chloro-6-(5-chloro-2-methyl-phenyl)-[1,3,5]triazin-2-yl-amine (106 mg, 0.42 mmol), (4-chloro-phenyl)-methyl-amine (0.15 ml, 1.25 mmol), tetrahydrofuran (5 ml), and diisopropylethylamine (0.75 ml, 4.2 mmol) was heated at 40° C. for 72 hours. The mixture was concentrated under reduced pressure and the residue was dissolved in dichloromethane (25 ml). The solution was washed with hydrochloric acid (1 M, 25 ml) and concentrated under reduced pressure. The residue was purified by flash... Reactants: ClC1=NC(=NC(=N1)C1=C(C=CC(=C1)Cl)C)N (4-chloro-6-(5-chloro-2-methyl-phenyl)-[1,3,5]triazin-2-yl-amine), ClC1=CC=C(C=C1)NC ((4-chloro-phenyl)-methyl-amine), C(C)(C)N(CC)C(C)C (diisopropylethylamine). Yield: 21.8%. Reactants: IC=1C(C2=C(C(NC=C2)=O)OC1C1=CC=CC=C1)=O (3-iodo-2-phenyl-7H-pyrano[2,3-c]pyridine-4,8-dione), C([O-])([O-])=O.[K+].[K+] (potassium carbonate), IC (iodomethane). Solvent: CN(C)C=O (DMF). Conditions: time 3 day. Product: IC=1C(C2=C(C(N(C=C2)C)=O)OC1C1=CC=CC=C1)=O (3-Iodo-7-methyl-2-phenyl-7H-pyrano[2,3-c]pyridine-4,8-dione). Isolated yield 61.2%. RXN SMILES: [I:1][C:2]1[C:3](=[O:19])[C:4]2[CH:9]=[CH:8][NH:7][C:6](=[O:10])[C:5]=2[O:11][C:12]=1[C:13]1[CH:18]=[CH:17][CH:16]=[CH:15][CH:14]=1.[C:20](=O)([O-])[O-].[K+].[K+].IC>CN(C=O)C>[I:1][C:2]1[C:3](=[O:19])[C:4]2[CH:9]=[CH:8][N:7]([CH3:20])[C:6](=[O:10])[C:5]=2[O:11][C:12]=1[C:13]1[CH:18]=[CH:17][CH:16]=[CH:15][CH:14]=1 |f:1.2.3|. Procedure details: To a mixture of 3-iodo-2-phenyl-7H-pyrano[2,3-c]pyridine-4,8-dione (50 mg, 0.137 mmol) and potassium carbonate (76 mg, 0.548 mmol) in DMF (2 mL) was added iodomethane (26 μL, 0.411 mmol) at RT. After 3 days, the reaction mixture was partitioned between ethyl acetate and water. The resultant biphasic mixture was separated, the aqueous layer was extracted with ethyl acetate and the combined organic extracts were washed with water and brine, dried (Na2SO4), filtered, and concentrated in vacuo. The ... The reactants are 25.6, COC1=CC=C(C=C1)N1CCN(CC1)C1=CC=C(C=C1)N1C(N(C(C1=O)(C)C)C(C(C)=O)C)=O (3-[4-[4-(4-methoxyphenyl)-1-piperazinyl]phenyl]-5,5-dimethyl-1-(1-methyl-2-oxopropyl)-2,4-imidazolidinedione), S(=O)([O-])OS(=O)[O-].[Na+].[Na+] (sodium disulfite), Br (hydrobromic acid). The solvent is O (water). Conditions: time 6 hour. The product is 21.3, OC1=CC=C(C=C1)N1CCN(CC1)C1=CC=C(C=C1)N1C(N(C(C1=O)(C)C)C(C(C)=O)C)=O (3-[4-[4-(4-hydroxyphenyl)-1-piperazinyl]phenyl]-5,5-dimethyl-1-(1-methyl-2-oxopropyl)-2,4-imidazolidinedione). Yield: 86.0%. As a reaction SMILES: C[O:2][C:3]1[CH:8]=[CH:7][C:6]([N:9]2[CH2:14][CH2:13][N:12]([C:15]3[CH:20]=[CH:19][C:18]([N:21]4[C:25](=[O:26])[C:24]([CH3:28])([CH3:27])[N:23]([CH:29]([CH3:33])[C:30](=[O:32])[CH3:31])[C:22]4=[O:34])=[CH:17][CH:16]=3)[CH2:11][CH2:10]2)=[CH:5][CH:4]=1.S(OS([O-])=O)([O-])=O.[Na+].[Na+].Br>O>[OH:2][C:3]1[CH:8]=[CH:7][C:6]([N:9]2[CH2:14][CH2:13][N:12]([C:15]3[CH:16]=[CH:17][C:18]([N:21]4[C:25](=[O:26])[C:24]([CH3:27])([CH3:28])[N:23]([CH:29]([CH3:33])[C:30](=[O:32])[CH3:31])[C:22]4=[O:34])=[CH:19][CH:20]=3)[CH2:11][CH2:10]2)=[CH:5][CH:4]=1 |f:1.2.3|. Procedure details: A mixture of 25.6 parts of 3-[4-[4-(4-methoxyphenyl)-1-piperazinyl]phenyl]-5,5-dimethyl-1-(1-methyl-2-oxopropyl)-2,4-imidazolidinedione, 3 parts of sodium disulfite and 375 parts of a hydrobromic acid solution 48% in water was stirred for 6 hours at reflux temperature. After cooling. the crystallized product was filtered off, washed with 2-propanone and suspended in a mixture of water, trichloromethane and 1-butanol. The whole was treated with potassium carbonate (pH 8~9). The separated organic ... Starting materials: CC(=O)OCC1OC(OC(C)=O)C(N)C(OC(C)=O)C1OC(C)=O, CCc1c(I)c(CC)c(I)c(-c2ccc(C(=O)Cl)c([N+](=O)[O-])c2)c1I, Cc1ccc(-c2c(N)cc(N)cc2N)cc1. Product: CCc1c(I)c(CC)c(I)c(-c2ccc(C(=O)C3(OC(C)=O)OC(COC(C)=O)C(OC(C)=O)C(OC(C)=O)C3N)c([N+](=O)[O-])c2)c1I. As a reaction SMILES: [C:17]([CH3:18])(=[O:19])[O:20][CH:21]1[CH:22]([NH2:23])[CH:24]([O:25][C:26]([CH3:27])=[O:28])[CH:29]([O:30][C:31]([CH3:32])=[O:33])[CH:34]([CH2:36][O:37][C:38]([CH3:39])=[O:40])[O:35]1.[I:41][c:42]1[c:43](-[c:54]2[cH:55][c:56]([N+:63](=[O:64])[O-:65])[c:57]([C:60](=[O:61])[Cl:62])[cH:58][cH:59]2)[c:44]([I:53])[c:45]([CH2:51][CH3:52])[c:46]([I:50])[c:47]1[CH2:48][CH3:49].[NH2:1][c:2]1[cH:3][c:4]([NH2:5])[cH:6][c:7]([NH2:8])[c:9]1-[c:10]1[cH:11][cH:12][c:13]([CH3:14])[cH:15][cH:16]1>>[C:17]([CH3:18])(=[O:19])[O:20][C:21]1([C:60]([c:57]2[c:56]([N+:63](=[O:64])[O-:65])[cH:55][c:54](-[c:43]3[c:42]([I:41])[c:47]([CH2:48][CH3:49])[c:46]([I:50])[c:45]([CH2:51][CH3:52])[c:44]3[I:53])[cH:59][cH:58]2)=[O:61])[CH:22]([NH2:23])[CH:24]([O:25][C:26]([CH3:27])=[O:28])[CH:29]([O:30][C:31]([CH3:32])=[O:33])[CH:34]([CH2:36][O:37][C:38]([CH3:39])=[O:40])[O:35]1. Reactants: O=C1CCC(=O)N1Br, O=C(OOC(=O)c1ccccc1)c1ccccc1, CCOC(=O)c1csc(C)n1, ClC(Cl)(Cl)Cl. Yields the product CCOC(=O)c1csc(CBr)n1. RXN SMILES: [Br:12][N:13]1[C:14](=[O:15])[CH2:16][CH2:17][C:18]1=[O:19].[C:20]([O:21][O:22][C:23](=[O:24])[c:25]1[cH:26][cH:27][cH:28][cH:29][cH:30]1)(=[O:31])[c:32]1[cH:33][cH:34][cH:35][cH:36][cH:37]1.[CH3:1][c:2]1[s:3][cH:4][c:5]([C:7](=[O:8])[O:9][CH2:10][CH3:11])[n:6]1.[Cl:38][C:39]([Cl:40])([Cl:41])[Cl:42]>>[CH2:1]([c:2]1[s:3][cH:4][c:5]([C:7](=[O:8])[O:9][CH2:10][CH3:11])[n:6]1)[Br:12]. The reactants are COC(=O)C1=C(C2=C(N=CN=C2Cl)S1)C (4-Chloro-5-methyl-thieno[2,3-d]pyrimidine-6-carboxylic acid methyl ester), NC1=C(OC(CCNC(OC(C)(C)C)=O)C)C=C(C=C1)F (tert-butyl 3-(2-amino-5-fluorophenoxy)butylcarbamate), acid. Solvent: O1CCOCC1 (dioxane). Reaction conditions: time 1 hour. Product: Cl.NCCC(C)OC1=C(C=CC(=C1)F)NC=1C2=C(N=CN1)SC(=C2C)C(=O)OC (Methyl 4-(2-(4-aminobutan-2yloxy)-4-fluorophenylamino)-5-methyl-thieno[2,3-d]pyrimidine-6-carboxylate hydrochloride). As a reaction SMILES: [CH3:1][O:2][C:3]([C:5]1[S:14][C:8]2[N:9]=[CH:10][N:11]=[C:12]([Cl:13])[C:7]=2[C:6]=1[CH3:15])=[O:4].[NH2:16][C:17]1[CH:35]=[CH:34][C:33]([F:36])=[CH:32][C:18]=1[O:19][CH:20]([CH3:31])[CH2:21][CH2:22][NH:23]C(=O)OC(C)(C)C>O1CCOCC1>[ClH:13].[NH2:23][CH2:22][CH2:21][CH:20]([O:19][C:18]1[CH:32]=[C:33]([F:36])[CH:34]=[CH:35][C:17]=1[NH:16][C:12]1[C:7]2[C:6]([CH3:15])=[C:5]([C:3]([O:2][CH3:1])=[O:4])[S:14][C:8]=2[N:9]=[CH:10][N:11]=1)[CH3:31] |f:3.4|. Procedure details: 4-Chloro-5-methyl-thieno[2,3-d]pyrimidine-6-carboxylic acid methyl ester (1.25 g), tert-butyl 3-(2-amino-5-fluorophenoxy)butylcarbamate (1.7 g) and p-toloulsulfonic acid (175 mg) was dissolved in dioxane (30 ml) and the solution was heated under reflux overnight. Then the reaction mixture was concentrated in vacuo. The residue was treated with trifluoracetic acid 25% in dichloromethane and stirred at room temperature for 1 h. The solution was concentrated in vacuo and the residue was dissolved i...